This data is from the Open Reaction Database (ORD), a public repository of structured organic reaction records. The task is: describe an organic reaction: reactants, conditions, products, and yield Reactants: FC(C(=O)O)(F)F (trifluoroacetic acid), C(C1=CC=CC=C1)(=O)C=1C=C(C=CC1)C(C(=O)NCC(CNC([C@@H](NC(=O)OC(C)(C)C)C)=O)O)C (N-tert.-butoxycarbonyl-L-alanine-3-[2-(3-benzoylphenyl)-propionylamino]-2-hydroxypropylamide), O (water). The solvent is C(Cl)Cl (methylene chloride), C(C)OCC (diethyl ether), C(C)OCC (diethyl ether). Yields the product FC(C(=O)O)(F)F.C(C1=CC=CC=C1)(=O)C=1C=C(C=CC1)C(C(=O)NCC(CNC([C@@H](N)C)=O)O)C (L-alanine-3-[2-(3-benzoylphenyl)-propionylamino]-2-hydroxypropylamide trifluoroacetate). As a reaction SMILES: [F:1][C:2]([F:7])([F:6])[C:3]([OH:5])=[O:4].[C:8]([C:16]1[CH:17]=[C:18]([CH:22]([CH3:43])[C:23]([NH:25][CH2:26][CH:27]([OH:42])[CH2:28][NH:29][C:30](=[O:41])[C@H:31]([CH3:40])[NH:32]C(OC(C)(C)C)=O)=[O:24])[CH:19]=[CH:20][CH:21]=1)(=[O:15])[C:9]1[CH:14]=[CH:13][CH:12]=[CH:11][CH:10]=1.O>C(Cl)Cl.C(OCC)C>[F:1][C:2]([F:7])([F:6])[C:3]([OH:5])=[O:4].[C:8]([C:16]1[CH:17]=[C:18]([CH:22]([CH3:43])[C:23]([NH:25][CH2:26][CH:27]([OH:42])[CH2:28][NH:29][C:30](=[O:41])[C@H:31]([CH3:40])[NH2:32])=[O:24])[CH:19]=[CH:20][CH:21]=1)(=[O:15])[C:9]1[CH:10]=[CH:11][CH:12]=[CH:13][CH:14]=1 |f:5.6|. Procedure: While stirring at 0°, 6.4 ml (83.6 mmol) of trifluoroacetic acid (density=1.49) are added to a solution of 1.59 g (3.17 mmol) of N-tert.-butoxycarbonyl-L-alanine-3-[2-(3-benzoylphenyl)-propionylamino]-2-hydroxypropylamide, containing 0.21 mol of water, in 25 ml of absolute methylene chloride and the resulting solution is stirred for 3 hours at 0°. 60 ml of diethyl ether are then added to the clear colourless solution and the resulting suspension is stirred for 15 minutes at 0°. The colourless cr... Reactants: FC(C(=O)O)(F)F.O1CCC(=CC1)C1=CC2=C(C=N1)OC1=CC=C(C=C1C21N=C(C2=CC=CC=C12)N)C=1C(=NC=CC1)F (3-(3,6-dihydro-2H-pyran-4-yl)-7-(2-fluoropyridin-3-yl)spiro[chromeno[2,3-c]pyridine-5,1′-isoindol]-3′-amine 2,2,2-trifluoroacetate). The solvent is CO (MeOH). Run at time 3 hour. Yields the product FC(C(=O)O)(F)F.FC1=NC=CC=C1C=1C=C2C(=CC1)OC=1C=NC(=CC1C21N=C(C2=CC=CC=C12)N)C1CCOCC1 (7-(2-Fluoropyridin-3-yl)-3-(tetrahydro-2H-pyran-4-yl)spiro[chromeno[2,3-c]pyridine-5,1′-isoindol]-3′-amine 2,2,2-trifluoroacetate). The yield is 25.8%. Reaction SMILES: [F:1][C:2]([F:7])([F:6])[C:3]([OH:5])=[O:4].[O:8]1[CH2:13][CH:12]=[C:11]([C:14]2[N:19]=[CH:18][C:17]3[O:20][C:21]4[C:26]([C:27]5([C:35]6[C:30](=[CH:31][CH:32]=[CH:33][CH:34]=6)[C:29]([NH2:36])=[N:28]5)[C:16]=3[CH:15]=2)=[CH:25][C:24]([C:37]2[C:38]([F:43])=[N:39][CH:40]=[CH:41][CH:42]=2)=[CH:23][CH:22]=4)[CH2:10][CH2:9]1>CO>[F:1][C:2]([F:7])([F:6])[C:3]([OH:5])=[O:4].[F:43][C:38]1[C:37]([C:24]2[CH:25]=[C:26]3[C:27]4([C:35]5[C:30](=[CH:31][CH:32]=[CH:33][CH:34]=5)[C:29]([NH2:36])=[N:28]4)[C:16]4[CH:15]=[C:14]([CH:11]5[CH2:12][CH2:13][O:8][CH2:9][CH2:10]5)[N:19]=[CH:18][C:17]=4[O:20][C:21]3=[CH:22][CH:23]=2)=[CH:42][CH:41]=[CH:40][N:39]=1 |f:0.1,3.4|. Reported procedure: A flask containing a solution of 3-(3,6-dihydro-2H-pyran-4-yl)-7-(2-fluoropyridin-3-yl)spiro[chromeno[2,3-c]pyridine-5,1′-isoindol]-3′-amine 2,2,2-trifluoroacetate (30 mg, 0.051 mmol) and MeOH (4 mL) was evacuated and backfilled with nitrogen. Pd/C (10 weight %, 100 mg, Aldrich) was added and the flask was evacuated and backfilled with H2 gas. The flask was fitted with a balloon filled with H2 gas (1 atm) and the reaction mixture was stirred at RT for 3 h. The reaction mixture was filtered throu...